Dataset: the Open Reaction Database (ORD), a public repository of structured organic reaction records. Task: describe an organic reaction: reactants, conditions, products, and yield Starting materials: C1(CCCCC1)P(C1CCCCC1)C1CCCCC1 (tricyclohexylphosphine), CS(=O)(=O)C1=C(C=C(C=C1)OS(=O)(=O)C(F)(F)F)OC (trifluoro-methanesulfonic acid 4-methanesulfonyl-3-methoxy-phenyl ester), B1(OCC(CO1)(C)C)B2OCC(CO2)(C)C (bis(neopentyl glycolato)diboron), [F-].[Cs+] (CsF), N1(CCCCC1)CCOC1=CC=C(OC2=C3C=CC(=CC3=CC=C2OS(=O)(=O)C(F)(F)F)OC(C)=O)C=C1 (acetic acid 5-[4-(2-piperidin-1-yl-ethoxy)-phenoxy]-6-trifluoromethanesulfonyloxy-naphthalen-2-yl ester). The reagents and catalysts are CC(=O)[O-].CC(=O)[O-].[Pd+2] (Pd(OAc)2). Run in O (water), CC#N (CH3CN). Conditions: temperature 90 celsius, time 5 minute. Yields the product CS(=O)(=O)C1=C(C=C(C=C1)C=1C(=C2C=CC(=CC2=CC1)OC(C)=O)OC1=CC=C(C=C1)OCCN1CCCCC1)OC (Acetic acid 6-(4-methanesulfonyl-3-methoxy-phenyl)-5-[4-(2-piperidin-1-yl-ethoxy)-phenoxy]-naphthalen-2-yl ester). Isolated yield 32.4%. As a reaction SMILES: C1(P(C2CCCCC2)C2CCCCC2)CCCCC1.[F-].[Cs+].[N:22]1([CH2:28][CH2:29][O:30][C:31]2[CH:59]=[CH:58][C:34]([O:35][C:36]3[C:45](OS(C(F)(F)F)(=O)=O)=[CH:44][CH:43]=[C:42]4[C:37]=3[CH:38]=[CH:39][C:40]([O:54][C:55](=[O:57])[CH3:56])=[CH:41]4)=[CH:33][CH:32]=2)[CH2:27][CH2:26][CH2:25][CH2:24][CH2:23]1.B1(B2OCC(C)(C)CO2)OCC(C)(C)CO1.[CH3:76][S:77]([C:80]1[CH:85]=[CH:84][C:83](OS(C(F)(F)F)(=O)=O)=[CH:82][C:81]=1[O:94][CH3:95])(=[O:79])=[O:78]>CC#N.CC([O-])=O.CC([O-])=O.[Pd+2].O>[CH3:76][S:77]([C:80]1[CH:85]=[CH:84][C:83]([C:45]2[C:36]([O:35][C:34]3[CH:58]=[CH:59][C:31]([O:30][CH2:29][CH2:28][N:22]4[CH2:23][CH2:24][CH2:25][CH2:26][CH2:27]4)=[CH:32][CH:33]=3)=[C:37]3[C:42](=[CH:43][CH:44]=2)[CH:41]=[C:40]([O:54][C:55](=[O:57])[CH3:56])[CH:39]=[CH:38]3)=[CH:82][C:81]=1[O:94][CH3:95])(=[O:79])=[O:78] |f:1.2,7.8.9|. Procedure details: Combine Pd(OAc)2 (46 mg, 0.20 mmol), tricyclohexylphosphine (95 mg, 0.34 mmol), and CsF (1.85 g, 12.26 mmol) in CH3CN (20 mL) under N2. Stir the reaction mixture for 5 minutes. Add acetic acid 5-[4-(2-piperidin-1-yl-ethoxy)-phenoxy]-6-trifluoromethanesulfonyloxy-naphthalen-2-yl ester (730 mg, 1.36 mmol) and bis(neopentyl glycolato)diboron (460 mg, 2.04 mmol) to the reaction mixture. Heat to 90° C. and stir for about 5 minutes. Add trifluoro-methanesulfonic acid 4-methanesulfonyl-3-methoxy-phenyl... The reactants are [Br-], CCOC(=O)CC#N, CCCCOC(C)=O, CCCCCCCCCCCCCCCC[N+](C)(C)C, CC[N+](C)(CC)CC, [Ca], [Cl-], [Cl-], CC(C)(Br)C(Br)C=C(Cl)Cl, Cl, [Cu], [Mg+2], O=C([O-])[O-], O. Yields the product CCOC(=O)C1(C#N)C(C=C(Cl)Cl)C1(C)C. RXN SMILES: [Br-:28].[C:1](#[N:2])[CH2:3][C:4](=[O:5])[O:6][CH2:7][CH3:8].[C:59]([O:60][CH2:61][CH2:62][CH2:63][CH3:64])(=[O:65])[CH3:66].[CH2:29]([N+:30]([CH3:31])([CH3:32])[CH3:33])[CH2:34][CH2:35][CH2:36][CH2:37][CH2:38][CH2:39][CH2:40][CH2:41][CH2:42][CH2:43][CH2:44][CH2:45][CH2:46][CH2:47][CH3:48].[CH3:50][N+:51]([CH2:52][CH3:53])([CH2:54][CH3:55])[CH2:56][CH3:57].[Ca:19].[Cl-:25].[Cl-:49].[Cl:9][C:10](=[CH:11][CH:12]([C:13]([CH3:14])([CH3:15])[Br:17])[Br:16])[Cl:18].[ClH:26].[Cu:58].[Mg+2:20].[O-:21][C:22](=[O:23])[O-:24].[OH2:27]>>[C:1](#[N:2])[C:3]1([C:4](=[O:5])[O:6][CH2:7][CH3:8])[CH:12]([CH:11]=[C:10]([Cl:9])[Cl:18])[C:13]1([CH3:14])[CH3:15]. The solvent is C1CCOC1 (THF), C1CCOC1 (THF). Reactants: N1N=CN=C1 (1,2,4-triazole), IC1=C(CBr)C=CC=C1 (2-iodobenzyl bromide), C1CCC2=NCCCN2CC1 (DBU). Product: IC1=C(CN2N=CN=C2)C=CC=C1 (1-(2-Iodobenzyl)-1H-1,2,4-triazole). RXN SMILES: [NH:1]1[CH:5]=[N:4][CH:3]=[N:2]1.[I:6][C:7]1[CH:14]=[CH:13][CH:12]=[CH:11][C:8]=1[CH2:9]Br.C1CCN2C(=NCCC2)CC1>C1COCC1>[I:6][C:7]1[CH:14]=[CH:13][CH:12]=[CH:11][C:8]=1[CH2:9][N:1]1[CH:5]=[N:4][CH:3]=[N:2]1. Procedure details: To a stirring solution of 1,2,4-triazole (1.02 g, 14.8 mmol) and 2-iodobenzyl bromide (6.05 g, 20.3 mmol) in THF (10 mL) was added a solution of DBU (2.65 g, 17.4 mmol) in THF (2 mL) dropwise over a 1 hour period. The mixture was stirred at ambient temperature for 12 hours after which it was filtered. The filtrate was concentrated in vacuo and the resultant residue was dissolved in ethyl acetate. The organic layer was washed with water and brine, dried (MgSO4) and evaporated in vacuo. The residu... Yield: 34.4%. Conditions: time 12 hour.